Task: describe an organic reaction: reactants, conditions, products, and yield. Dataset: the Open Reaction Database (ORD), a public repository of structured organic reaction records The reactants are CCCC(=O)C1C(=O)CC(CCC2OCCCO2)CC1=O, C=CCO[NH3+], CCO, CC(=O)[O-], [Cl-], [Na+]. Yields the product C=CCONC(CCC)=C1C(=O)CC(CCC2OCCCO2)CC1=O. As a reaction SMILES: [C:1]([CH2:2][CH2:3][CH3:4])(=[O:5])[CH:6]1[C:7](=[O:21])[CH2:8][CH:9]([CH2:13][CH2:14][CH:15]2[O:16][CH2:17][CH2:18][CH2:19][O:20]2)[CH2:10][C:11]1=[O:12].[CH2:23]([CH:24]=[CH2:25])[O:26][NH3+:27].[CH3:28][CH2:29][OH:30].[CH3:32][C:33](=[O:34])[O-:35].[Cl-:22].[Na+:31]>>[C:1]([CH2:2][CH2:3][CH3:4])(=[C:6]1[C:7](=[O:21])[CH2:8][CH:9]([CH2:13][CH2:14][CH:15]2[O:16][CH2:17][CH2:18][CH2:19][O:20]2)[CH2:10][C:11]1=[O:12])[NH:27][O:26][CH2:23][CH:24]=[CH2:25]. The reactants are NC1=NC=C(C=C1C1=CC(=C(C(=O)OC)C=C1)C)Br (methyl 4-(2-amino-5-bromopyridin-3-yl)-2-methylbenzoate), CN1N=CC(=C1)B1OC(C(O1)(C)C)(C)C (1-methyl-4-(4,4,5,5-tetramethyl-1,3,2-dioxaborolan-2-yl)-1H-pyrazole), PdCl2(dppf)DCM, COCCOC (DME), C(=O)([O-])[O-].[Na+].[Na+] (Na2CO3). The solvent is CCOC(=O)C (EtOAc). Reaction conditions: temperature 120 celsius. The product is NC1=NC=C(C=C1C1=CC(=C(C(=O)OC)C=C1)C)C=1C=NN(C1)C (methyl 4-(2-amino-5-(1-methyl-1H-pyrazol-4-yl)pyridin-3-yl)-2-methylbenzoate). Isolated yield 79.7%. As a reaction SMILES: [NH2:1][C:2]1[C:7]([C:8]2[CH:17]=[CH:16][C:11]([C:12]([O:14][CH3:15])=[O:13])=[C:10]([CH3:18])[CH:9]=2)=[CH:6][C:5](Br)=[CH:4][N:3]=1.[CH3:20][N:21]1[CH:25]=[C:24](B2OC(C)(C)C(C)(C)O2)[CH:23]=[N:22]1.COCCOC.C([O-])([O-])=O.[Na+].[Na+]>CCOC(C)=O>[NH2:1][C:2]1[C:7]([C:8]2[CH:17]=[CH:16][C:11]([C:12]([O:14][CH3:15])=[O:13])=[C:10]([CH3:18])[CH:9]=2)=[CH:6][C:5]([C:24]2[CH:23]=[N:22][N:21]([CH3:20])[CH:25]=2)=[CH:4][N:3]=1 |f:3.4.5|. Reported procedure: To methyl 4-(2-amino-5-bromopyridin-3-yl)-2-methylbenzoate (500 mg, 1.557 mmol) in 20 mL MW vial was added 1-methyl-4-(4,4,5,5-tetramethyl-1,3,2-dioxaborolan-2-yl)-1H-pyrazole (421 mg, 2.024 mmol), PdCl2(dppf)DCM (114 mg, 0.156 mmol), DME (11.7 mL) and 2 M Na2CO3 solution (3.892 mL). The reaction mixture was heated at microwave synthesizer (12 min, 120° C.). The reaction mixture was diluted with EtOAc and washed with water three times, dried over Na2SO4, filtered and concentrated. The crude prod... The reactants are C(C)(C)(C)C#C (tert-butylacetylene), Cl/C=C/CN(CCC)CC1=CC(=CC=C1)O ((E)-N-(3-chloro-2-propenyl)-N-propyl-3-hydroxybenzylamine), C1(=CC=CC=C1)P(C1=CC=CC=C1)C1=CC=CC=C1 (triphenylphosphine), C(CCC)N (n-butylamine). The reagents and catalysts are [Cu]I (copper (I) iodide), C(C)(=O)[O-].[Pd+2].C(C)(=O)[O-] (palladium acetate). Solvent: O1CCCC1 (tetrahydrofuran). Run at time 20 hour. Product: CC(C#C/C=C/CN(CCC)CC1=CC(=CC=C1)O)(C)C ((E)-N-(6,6-Dimethyl-2-hepten-4-ynyl)-N-propyl-3-hydroxybenzylamine). Yield: 89.0%. As a reaction SMILES: Cl/[CH:2]=[CH:3]/[CH2:4][N:5]([CH2:9][C:10]1[CH:15]=[CH:14][CH:13]=[C:12]([OH:16])[CH:11]=1)[CH2:6][CH2:7][CH3:8].C1(P(C2C=CC=CC=2)C2C=CC=CC=2)C=CC=CC=1.C(N)CCC.[C:41]([C:45]#[CH:46])([CH3:44])([CH3:43])[CH3:42]>[Cu]I.C([O-])(=O)C.[Pd+2].C([O-])(=O)C.O1CCCC1>[CH3:42][C:41]([CH3:44])([CH3:43])[C:45]#[C:46]/[CH:2]=[CH:3]/[CH2:4][N:5]([CH2:9][C:10]1[CH:15]=[CH:14][CH:13]=[C:12]([OH:16])[CH:11]=1)[CH2:6][CH2:7][CH3:8] |f:5.6.7|. Procedure details: To 12.5 ml of tetrahydrofuran were added 2.00 g (8.34 mmol) of (E)-N-(3-chloro-2-propenyl)-N-propyl-3-hydroxybenzylamine, 79.4 mg (0.417 mmol) of copper (I) iodide, 37.4 mg (0.167 mmol) of palladium acetate and 87.5 mg (0.334 mmol) of triphenylphosphine, and further, 1.65 ml (16.7 mmol) of n-butylamine and 1.23 ml (10.0 mmol) of tert-butylacetylene under ice cooling. The mixture was stirred for 20 hours at room temperature, and concentrated under reduced pressure. The residue was subjected to si... Reactants: OP(=O)(O)[O-].[K+] (KH2PO4), [O-]S(=O)(=O)[O-].[Mg+2] (MgSO4), CCCCCCCCCCCCCCCC (hexadecane), [OH-].[K+] (KOH), DNA, C(CCCCCCCCCCCCCCC)O (hexadecanol), [Na+].[Cl-] (NaCl), NH4SO4, C(CCC(=O)O)(=O)O (succinic acid), NH4SO4, wax ester. The product is C(CCCCCCCCC\C=C/CCCC)=O (cis-11-hexadecenal). Reaction SMILES: OP([O-])(O)=O.[K+].C(O)(=O)CCC(O)=O.[OH-].[K+].[O-]S([O-])(=O)=O.[Mg+2].[Na+].[Cl-].CCCCCCCCCCCCCCCC.[CH2:41]([OH:57])[CH2:42][CH2:43][CH2:44][CH2:45][CH2:46][CH2:47][CH2:48][CH2:49][CH2:50][CH2:51][CH2:52][CH2:53][CH2:54][CH2:55][CH3:56]>>[CH:41](=[O:57])[CH2:42][CH2:43][CH2:44][CH2:45][CH2:46][CH2:47][CH2:48][CH2:49][CH2:50]/[CH:51]=[CH:52]\[CH2:53][CH2:54][CH2:55][CH3:56] |f:0.1,3.4,5.6,7.8|. Procedure details: Low nitrogen minimal medium (per liter, 2.0 g KH2PO4, 1.18 g succinic acid, 0.1 g NH4SO4, pH adjusted to 7.0 with solid KOH, after autoclaving add 20 ml of sterilized 2% MgSO4) was used in experiments with A. calcoaceticus strain BD413 to induce wax ester formation. High nitrogen minimal medium was the same as the above except that it also contained 1.0 g NH4SO4 per liter. For other purposes such as DNA isolation, A. calcoaceticus was grown and maintained on LB medium (10 g bactotryptone, 5 g ba... Starting materials: BrC=1C=C(C(=NC1)O)C(F)(F)F (5-bromo-2-hydroxy-3-(trifluoromethyl)pyridine), C1(=CC=CC=C1)P(C1=CC=CC=C1)C1=CC=CC=C1 (triphenylphosphine), OCCC1CCN(CC1)C(=O)OC(C)(C)C (tert-butyl 4-(2-hydroxyethyl)-piperidine-1-carboxylate), N(=NC(=O)OC(C)C)C(=O)OC(C)C (diisopropyl azodicarboxylate). Isolated yield 69.6%. Yields the product BrC=1C=C(C(=NC1)OCCC1CCN(CC1)C(=O)OC(C)(C)C)C(F)(F)F (tert-Butyl 4-(2-(5-bromo-3-(trifluoromethyl)pyridin-2-yloxy)ethyl)piperidine-1-carboxylate). RXN SMILES: [Br:1][C:2]1[CH:3]=[C:4]([C:9]([F:12])([F:11])[F:10])[C:5]([OH:8])=[N:6][CH:7]=1.C1(P(C2C=CC=CC=2)C2C=CC=CC=2)C=CC=CC=1.O[CH2:33][CH2:34][CH:35]1[CH2:40][CH2:39][N:38]([C:41]([O:43][C:44]([CH3:47])([CH3:46])[CH3:45])=[O:42])[CH2:37][CH2:36]1.N(C(OC(C)C)=O)=NC(OC(C)C)=O>O1CCOCC1>[Br:1][C:2]1[CH:3]=[C:4]([C:9]([F:12])([F:10])[F:11])[C:5]([O:8][CH2:33][CH2:34][CH:35]2[CH2:36][CH2:37][N:38]([C:41]([O:43][C:44]([CH3:45])([CH3:47])[CH3:46])=[O:42])[CH2:39][CH2:40]2)=[N:6][CH:7]=1. Reaction conditions: temperature 20 celsius, time 18 hour. Run in O1CCOCC1 (1,4-dioxane). Reported procedure: To a suspension of 5-bromo-2-hydroxy-3-(trifluoromethyl)pyridine (6.90 g) in 1,4-dioxane (100 ml), triphenylphosphine (9.44 g) and tert-butyl 4-(2-hydroxyethyl)-piperidine-1-carboxylate (7.41 g) were added. Then diisopropyl azodicarboxylate (DIAD, 7.52 ml, 7.67 g) was added dropwise and stirred at 20° C. for 18 h. Solvent was then removed under reduced pressure and residue purified by Biotage SNAP cartridge KP-Sil column (340 g, hepane:ethyl acetate=1:0, 5:1 to 4:1) to give 9.0 g orange oil as t... Starting materials: COC=1C=C(CCC=2SC=3N=C(N=C(C3N2)N2CCNCC2)N)C=CC1 (2-(3-methoxyphenethyl)-7-(piperazin-1-yl)thiazolo[5,4-d]pyrimidin-5-amine), BrC1=CC=C(OCC(=O)O)C=C1 (4-bromophenoxyacetic acid). Yields the product NC=1N=C(C2=C(N1)SC(=N2)CCC2=CC(=CC=C2)OC)N2CCN(CC2)C(COC2=CC=C(C=C2)Br)=O (1-(4-(5-amino-2-(3-methoxyphenethyl)thiazolo[5,4-d]pyrimidin-7-yl)piperazin-1-yl)-2-(4-bromophenoxy)ethanone). The yield is 65.0%. Reaction SMILES: [CH3:1][O:2][C:3]1[CH:4]=[C:5]([CH:24]=[CH:25][CH:26]=1)[CH2:6][CH2:7][C:8]1[S:9][C:10]2[N:11]=[C:12]([NH2:23])[N:13]=[C:14]([N:17]3[CH2:22][CH2:21][NH:20][CH2:19][CH2:18]3)[C:15]=2[N:16]=1.[Br:27][C:28]1[CH:38]=[CH:37][C:31]([O:32][CH2:33][C:34](O)=[O:35])=[CH:30][CH:29]=1>>[NH2:23][C:12]1[N:13]=[C:14]([N:17]2[CH2:22][CH2:21][N:20]([C:34](=[O:35])[CH2:33][O:32][C:31]3[CH:37]=[CH:38][C:28]([Br:27])=[CH:29][CH:30]=3)[CH2:19][CH2:18]2)[C:15]2[N:16]=[C:8]([CH2:7][CH2:6][C:5]3[CH:24]=[CH:25][CH:26]=[C:3]([O:2][CH3:1])[CH:4]=3)[S:9][C:10]=2[N:11]=1. Procedure: This compound was prepared from 2-(3-methoxyphenethyl)-7-(piperazin-1-yl)thiazolo[5,4-d]pyrimidin-5-amine using 4-bromophenoxyacetic acid in a yield of 65%, according to the procedure for the synthesis of example 50.